This data is from the Open Reaction Database (ORD), a public repository of structured organic reaction records. The task is: describe an organic reaction: reactants, conditions, products, and yield The reactants are OC1=CC=NC=C1 (4-hydroxypyridine), CN(C(=O)Cl)C1=CC=CC=C1 (N-methyl-N-phenylcarbamoyl chloride), crude product. The product is N1=CC=C(C=C1)OC(N(C1=CC=CC=C1)C)=O (Methyl-phenyl-carbamic acid pyridin-4-yl ester). Reaction SMILES: [OH:1][C:2]1[CH:7]=[CH:6][N:5]=[CH:4][CH:3]=1.[CH3:8][N:9]([C:13]1[CH:18]=[CH:17][CH:16]=[CH:15][CH:14]=1)[C:10](Cl)=[O:11]>>[N:5]1[CH:6]=[CH:7][C:2]([O:1][C:10](=[O:11])[N:9]([CH3:8])[C:13]2[CH:18]=[CH:17][CH:16]=[CH:15][CH:14]=2)=[CH:3][CH:4]=1. Procedure: The title product was prepared from 4-hydroxypyridine and N-methyl-N-phenylcarbamoyl chloride. The crude product was subjected to preparative HPLC. (11%, yellow solid). HPLC-MS: m/z=229.2 (M+1); Rt: 1.66 min, purity: 67%. The reactants are [OH-].[Na+] (sodium hydroxide), IC1=C2C=CC=CC2=C(C=2C3=C(SC21)C=CC=C3)C3=CC=C(C=C3)OS(=O)(=O)C (methanesulfonic acid 4-(6-iodo-benzo[b]naphtho[2,3-d]thiophen-11-yl)-phenyl ester), Cl.CN(C)C(C)S (dimethylaminoethanethiol hydrochloride), copper I oxide, CN(C=O)C (N,N-dimethylformamide). Conditions: temperature 155 celsius, time 6 hour. Yields the product CN(CCSC1=C2C=CC=CC2=C(C=2C3=C(SC21)C=CC=C3)C3=CC=C(C=C3)O)C (4-[6-(2-Dimethylamino-ethylsulfanyl)-benzo[b]naphtho[2,3-d]thiophen-11-yl]-phenol). Yield: 87.0%. As a reaction SMILES: I[C:2]1[C:14]2[S:13][C:12]3[CH:15]=[CH:16][CH:17]=[CH:18][C:11]=3[C:10]=2[C:9]([C:19]2[CH:24]=[CH:23][C:22]([O:25]S(C)(=O)=O)=[CH:21][CH:20]=2)=[C:8]2[C:3]=1[CH:4]=[CH:5][CH:6]=[CH:7]2.Cl.CN([CH:34]([SH:36])C)C.[OH-].[Na+].[CH3:39][N:40]([CH3:43])[CH:41]=O>>[CH3:39][N:40]([CH3:43])[CH2:41][CH2:34][S:36][C:2]1[C:14]2[S:13][C:12]3[CH:15]=[CH:16][CH:17]=[CH:18][C:11]=3[C:10]=2[C:9]([C:19]2[CH:20]=[CH:21][C:22]([OH:25])=[CH:23][CH:24]=2)=[C:8]2[C:3]=1[CH:4]=[CH:5][CH:6]=[CH:7]2 |f:1.2,3.4|. Reported procedure: To a suspension of methanesulfonic acid 4-(6-iodo-benzo[b]naphtho[2,3-d]thiophen-11-yl)-phenyl ester (1.00 g, 1.89 mmol), dimethylaminoethanethiol hydrochloride (0.614 g, 4.34 mmol, 2.3 eq) and copper I oxide (0.316 g, 8.69 mmol, 1.17 eq) in anhydrous N,N-dimethylformamide (24 mL) was added finely ground sodium hydroxide (0.348 g, 8.69 mmol, 4.6 eq) at room temperature in a pressure vessel. The vessel was flushed with argon, sealed and heated with stirring at 155° C. (oil bath) for 6 hours and a... The product is O=S(=O)(Nc1cccc(CC2Cc3ccc(OCc4nc5cc(F)c(F)cc5s4)cc3C2O)c1)C(F)(F)F. Starting materials: Fc1cc2nc(CCl)sc2cc1F, [H-], [Na+], CN(C)C=O, O, O=S(=O)(Nc1cccc(CC2Cc3ccc(O)cc3C2O)c1)C(F)(F)F. RXN SMILES: [Cl:29][CH2:30][c:31]1[s:32][c:33]2[c:34]([n:35]1)[cH:36][c:37]([F:41])[c:38]([F:40])[cH:39]2.[H-:1].[Na+:2].[O:43]=[CH:44][N:45]([CH3:46])[CH3:47].[OH2:42].[OH:3][CH:4]1[CH:5]([CH2:14][c:15]2[cH:16][c:17]([NH:21][S:22](=[O:23])(=[O:24])[C:25]([F:26])([F:27])[F:28])[cH:18][cH:19][cH:20]2)[CH2:6][c:7]2[cH:8][cH:9][c:10]([OH:13])[cH:11][c:12]21>>[OH:3][CH:4]1[CH:5]([CH2:14][c:15]2[cH:16][c:17]([NH:21][S:22](=[O:23])(=[O:24])[C:25]([F:26])([F:27])[F:28])[cH:18][cH:19][cH:20]2)[CH2:6][c:7]2[cH:8][cH:9][c:10]([O:13][CH2:30][c:31]3[s:32][c:33]4[c:34]([n:35]3)[cH:36][c:37]([F:41])[c:38]([F:40])[cH:39]4)[cH:11][c:12]21.